The task is: describe an organic reaction: reactants, conditions, products, and yield. This data is from the Open Reaction Database (ORD), a public repository of structured organic reaction records. The reactants are C(CC1=CC=CC=C1)N (phenethylamine), N([C@@H](CC(OCC1=CC=CC=C1)=O)C(=O)O)C(=O)OC(C)(C)C (Boc-Asp(OBzl)), CN1CCOCC1 (N-methyl morpholine), C(C(C)C)OC(=O)Cl (isobutylchloroformate). Run in C1CCOC1 (THF), C1CCOC1 (THF). Conditions: temperature -15 celsius, time 2 hour. The product is N([C@@H](CC(OCC1=CC=CC=C1)=O)C(=O)NCCC1=CC=CC=C1)C(=O)OC(C)(C)C (Boc-Asp(OBzl)-NH-(CH2)2C6H5). Yield: 85.0%. Reaction SMILES: [NH:1]([C:17]([O:19][C:20]([CH3:23])([CH3:22])[CH3:21])=[O:18])[C@H:2]([C:14]([OH:16])=O)[CH2:3][C:4](=[O:13])[O:5][CH2:6][C:7]1[CH:12]=[CH:11][CH:10]=[CH:9][CH:8]=1.CN1CCOCC1.C(OC(Cl)=O)C(C)C.[CH2:39]([NH2:47])[CH2:40][C:41]1[CH:46]=[CH:45][CH:44]=[CH:43][CH:42]=1>C1COCC1>[NH:1]([C:17]([O:19][C:20]([CH3:23])([CH3:22])[CH3:21])=[O:18])[C@H:2]([C:14]([NH:47][CH2:39][CH2:40][C:41]1[CH:46]=[CH:45][CH:44]=[CH:43][CH:42]=1)=[O:16])[CH2:3][C:4](=[O:13])[O:5][CH2:6][C:7]1[CH:8]=[CH:9][CH:10]=[CH:11][CH:12]=1. Reported procedure: To a stirred solution of Boc-Asp(OBzl), 5.0 g (15.5 mmol) and N-methyl morpholine (15.5 mmol) in 50 mL of dry THF under an Ar atmosphere was added isobutylchloroformate (15.5 mmol) at -15° C. After a few minutes, phenethylamine 2.0 mL (15.5 mmol) in 15 mL of dry THF was added. The mixture was maintained at -15° C. for 15 min. and allowed to warm to room temperature. After stirring for an additional 2 hours, the reaction mixture was filtered and the filtrate was concentrated in vacuo to dryness. ... Starting materials: O=C1CCCCC(CCc2nc3cc(Br)cnc3[nH]2)N1, COc1ccc(B(O)O)cc1, [Na+], [Na+], O=C([O-])[O-], O=C1CCCCC(CCc2nc3cc(-c4ccccc4)cnc3[nH]2)N1. Yields the product COc1ccc(-c2cnc3[nH]c(CCC4CCCCC(=O)N4)nc3c2)cc1. As a reaction SMILES: [Br:26][c:27]1[cH:28][c:29]2[n:30][c:31]([CH2:32][CH2:33][CH:34]3[NH:35][C:43](=[O:45])[CH2:36][CH2:37][CH2:38][CH2:39]3)[nH:40][c:41]2[n:42][cH:44]1.[CH3:52][O:53][c:54]1[cH:55][cH:56][c:57]([B:58]([OH:59])[OH:60])[cH:61][cH:62]1.[Na+:46].[Na+:47].[O-:48][C:49](=[O:50])[O-:51].[c:1]1(-[c:7]2[cH:8][c:9]3[c:10]([n:11][cH:12]2)[nH:13][c:14]([CH2:16][CH2:17][CH:18]2[CH2:19][CH2:20][CH2:21][CH2:22][C:23](=[O:25])[NH:24]2)[n:15]3)[cH:2][cH:3][cH:4][cH:5][cH:6]1>>[c:1]1(-[c:7]2[cH:8][c:9]3[c:10]([n:11][cH:12]2)[nH:13][c:14]([CH2:16][CH2:17][CH:18]2[CH2:19][CH2:20][CH2:21][CH2:22][C:23](=[O:25])[NH:24]2)[n:15]3)[cH:2][cH:3][c:4]([O:45][CH3:43])[cH:5][cH:6]1. The reactants are ClC1=C(C=CC=C1)C1C(=C(NC(=C1C(=O)OC)C)COCCNC)C(=O)OCC (4-(2-chlorophenyl)-3-ethoxycarbonyl-5-methoxycarbonyl-6-methyl-2-(2-methylaminoethoxymethyl)-1,4-dihydropyridine), C(#N)C1=C(C=CC=C1)N=C(C)OCC (ethyl N-(2-cyanophenyl)acetimidate), C1(=CC=C(C=C1)S(=O)(=O)O)C (p-toluenesulphonic acid). Run in C(Cl)(Cl)Cl (chloroform). Reaction conditions: temperature 150 celsius. Yields the product ClC1=C(C=CC=C1)C1C(=C(NC(=C1C(=O)OC)C)COCCN(C(C)=NC1=C(C=CC=C1)C#N)C)C(=O)OCC (N-{2-[4-(2-Chlorophenyl)-3-ethoxycarbonyl-5-methoxycarbonyl-6-methyl-1,4-dihydropyrid-2-yl]methoxyethyl}-N-methyl-N'-(2-cyanophenyl)acetamidine). Isolated yield 28.8%. Reaction SMILES: [Cl:1][C:2]1[CH:7]=[CH:6][CH:5]=[CH:4][C:3]=1[CH:8]1[C:13]([C:14]([O:16][CH3:17])=[O:15])=[C:12]([CH3:18])[NH:11][C:10]([CH2:19][O:20][CH2:21][CH2:22][NH:23][CH3:24])=[C:9]1[C:25]([O:27][CH2:28][CH3:29])=[O:26].[C:30]([C:32]1[CH:37]=[CH:36][CH:35]=[CH:34][C:33]=1[N:38]=[C:39](OCC)[CH3:40])#[N:31].C1(C)C=CC(S(O)(=O)=O)=CC=1>C(Cl)(Cl)Cl>[Cl:1][C:2]1[CH:7]=[CH:6][CH:5]=[CH:4][C:3]=1[CH:8]1[C:13]([C:14]([O:16][CH3:17])=[O:15])=[C:12]([CH3:18])[NH:11][C:10]([CH2:19][O:20][CH2:21][CH2:22][N:23]([CH3:24])[C:39](=[N:38][C:33]2[CH:34]=[CH:35][CH:36]=[CH:37][C:32]=2[C:30]#[N:31])[CH3:40])=[C:9]1[C:25]([O:27][CH2:28][CH3:29])=[O:26]. Procedure details: A mixture of 4-(2-chlorophenyl)-3-ethoxycarbonyl-5-methoxycarbonyl-6-methyl-2-(2-methylaminoethoxymethyl)-1,4-dihydropyridine (2.5 g.), ethyl N-(2-cyanophenyl)acetimidate (1.1 g.) and p-toluenesulphonic acid (0.1 g.) was heated at 150° C. for 4 hours, cooled, and then dissolved in chloroform. The solution was washed with sodium bicarbonate solution, water and dried over sodium sulphate. Evaporation of the solvent gave an oil which was chromatographed on silica gel. Elution with chloroform/hexane... Reactants: S1CCC(C2=CC=CC=C12)=O (thiochroman-4-one), C(C)OC(N(C)C)OCC (N,N-dimethylformamide diethyl acetal). Product: CN(C)C=C1C(C2=CC=CC=C2SC1)=O (3,4-dihydro-2-(dimethylaminomethylene)-4-thia-1(2H)-naphthalenone), desired product. RXN SMILES: [S:1]1[C:10]2[C:5](=[CH:6][CH:7]=[CH:8][CH:9]=2)[C:4](=[O:11])[CH2:3][CH2:2]1.C(O[CH:15](OCC)[N:16]([CH3:18])[CH3:17])C>>[CH3:15][N:16]([CH:18]=[C:3]1[CH2:2][S:1][C:10]2[C:5](=[CH:6][CH:7]=[CH:8][CH:9]=2)[C:4]1=[O:11])[CH3:17]. Reported procedure: The 3,4-dihydro-2-(dimethylaminomethylene)-4-thia-1(2H)-naphthalenone starting material was prepared from thiochroman-4-one (4.93 g, 26.8 mmol) and N,N-dimethylformamide diethyl acetal (23 ml, 133.8 mmol) to give the desired product as golden yellow crystals (5.15 g) m.p. 96-97°. MS (ES+) 220 (MH+, 100%). The reactants are BrC1=CC=C(C=C1)C1(CCNCC1)O (4-(4-bromophenyl)-4-piperidinol), C1COS(=O)(=O)C1 (1,3-propane sultone). Run in CO (MeOH). The product is BrC1=CC=C(C=C1)C1(CCN(CC1)CCCS(=O)(=O)O)O (3-[4-(4-bromophenyl)-4-hydroxypiperidin-1-yl]-1-propanesulfonic acid). As a reaction SMILES: [Br:1][C:2]1[CH:7]=[CH:6][C:5]([C:8]2([OH:14])[CH2:13][CH2:12][NH:11][CH2:10][CH2:9]2)=[CH:4][CH:3]=1.[CH2:15]1[CH2:21][S:18](=[O:20])(=[O:19])[O:17][CH2:16]1>CO>[Br:1][C:2]1[CH:7]=[CH:6][C:5]([C:8]2([OH:14])[CH2:9][CH2:10][N:11]([CH2:16][CH2:15][CH2:21][S:18]([OH:20])(=[O:19])=[O:17])[CH2:12][CH2:13]2)=[CH:4][CH:3]=1. Reported procedure: To a solution of 4-(4-bromophenyl)-4-piperidinol (2.51 g, 9.8 mmol) in MeOH (25 mL) was added 1,3-propane sultone (1.28 g, 10.7 mmol). The mixture was stirred at reflux for 2 h. Only a small amount of compound precipitated. The resulting suspension was cooled to room temperature with stirring and a solution of 50% MeOH/Acetone was added to precipitate a maximum of compound. The solid was collected by filtration, washed with 50% MeOH/Acetone (2×25 mL) and dried in vacuo. This allowed the isolatio... Starting materials: Cl (hydrochloric acid), ClC1=CC=C(S1)C1=CC=C(C=C1)C(CCC(=O)O)=O (4-[4-(5-chloro-thiophen-2-yl)-phenyl]-4-oxo-butyric acid), Cl.NO (hydroxylamine hydrochloride), C([O-])([O-])=O.[Na+].[Na+] (sodium carbonate). Solvent: C(C)O (ethanol). Reaction conditions: time 2 day. Yields the product ClC1=CC=C(S1)C1=CC=C(C=C1)C(CCC(=O)O)=NO (4-[4-(5-chloro-thiophen-2-yl)-phenyl]-4-hydroxyimino-butyric acid). The yield is 85.7%. As a reaction SMILES: [Cl:1][C:2]1[S:6][C:5]([C:7]2[CH:12]=[CH:11][C:10]([C:13](=O)[CH2:14][CH2:15][C:16]([OH:18])=[O:17])=[CH:9][CH:8]=2)=[CH:4][CH:3]=1.Cl.[NH2:21][OH:22].C(=O)([O-])[O-].[Na+].[Na+].Cl>C(O)C>[Cl:1][C:2]1[S:6][C:5]([C:7]2[CH:12]=[CH:11][C:10]([C:13](=[N:21][OH:22])[CH2:14][CH2:15][C:16]([OH:18])=[O:17])=[CH:9][CH:8]=2)=[CH:4][CH:3]=1 |f:1.2,3.4.5|. Procedure details: A stirred mixture of 4-[4-(5-chloro-thiophen-2-yl)-phenyl]-4-oxo-butyric acid (0.065 g, 0.00022 mol), hydroxylamine hydrochloride (0.0181 g, 0.000260 mol), sodium carbonate (0.0280 g, 0.000260 mol), and absolute ethanol was refluxed under nitrogen for 17 hours and allowed to cool. The resulting suspension was stirred at room temperature for 2 days and filtered. The filtercake was dissolved in methanol (5 mL) and water (5 mL), and the solution was filtered to remove a small amount of fines. The f... The reactants are CCCCCC(=O)Cl, Cl[Sn](Cl)(Cl)Cl, Cl, c1ccsc1, c1ccccc1. Yields the product CCCCCC(=O)c1cccs1. As a reaction SMILES: [C:6]([CH2:7][CH2:8][CH2:9][CH2:10][CH3:11])(=[O:12])[Cl:13].[Cl:14][Sn:15]([Cl:16])([Cl:17])[Cl:18].[ClH:19].[cH:1]1[cH:2][cH:3][s:4][cH:5]1.[cH:20]1[cH:21][cH:22][cH:23][cH:24][cH:25]1>>[cH:1]1[cH:2][c:3]([C:6]([CH2:7][CH2:8][CH2:9][CH2:10][CH3:11])=[O:12])[s:4][cH:5]1.